Dataset: the Open Reaction Database (ORD), a public repository of structured organic reaction records. Task: describe an organic reaction: reactants, conditions, products, and yield The reactants are ClC=1N=C2C(=NC(=NC2=NC1N1CCSCC1)N1CCNCC1)N1CCSCC1 (6-chloro-2-piperazino-4,7-bis-(thiomorpholino)pteridine), C(C)O (ethanol). Product: C(C)OC=1N=C2C(=NC(=NC2=NC1N1CCSCC1)N1CCNCC1)N1CCSCC1 (6-Ethoxy-2-piperazino-4,7-bis-(thiomorpholino)-pteridine). As a reaction SMILES: Cl[C:2]1[N:3]=[C:4]2[C:9](=[N:10][C:11]=1[N:12]1[CH2:17][CH2:16][S:15][CH2:14][CH2:13]1)[N:8]=[C:7]([N:18]1[CH2:23][CH2:22][NH:21][CH2:20][CH2:19]1)[N:6]=[C:5]2[N:24]1[CH2:29][CH2:28][S:27][CH2:26][CH2:25]1.[CH2:30]([OH:32])[CH3:31]>>[CH2:30]([O:32][C:2]1[N:3]=[C:4]2[C:9](=[N:10][C:11]=1[N:12]1[CH2:17][CH2:16][S:15][CH2:14][CH2:13]1)[N:8]=[C:7]([N:18]1[CH2:23][CH2:22][NH:21][CH2:20][CH2:19]1)[N:6]=[C:5]2[N:24]1[CH2:29][CH2:28][S:27][CH2:26][CH2:25]1)[CH3:31]. Reported procedure: This compound was prepared analogous to Example 3 from 6-chloro-2-piperazino-4,7-bis-(thiomorpholino)pteridine and ethanol. Reactants: Cc1cc(Br)ccc1C(=O)N1CCN(c2ncc(C3CC3)cc2C)CC1, CC1COC(=O)N1. The product is Cc1cc(N2C(=O)OCC2C)ccc1C(=O)N1CCN(c2ncc(C3CC3)cc2C)CC1. As a reaction SMILES: [Br:1][c:2]1[cH:3][c:4]([CH3:26])[c:5]([C:8](=[O:9])[N:10]2[CH2:11][CH2:12][N:13]([c:16]3[n:17][cH:18][c:19]([CH:23]4[CH2:24][CH2:25]4)[cH:20][c:21]3[CH3:22])[CH2:14][CH2:15]2)[cH:6][cH:7]1.[CH3:27][CH:28]1[NH:29][C:30](=[O:33])[O:31][CH2:32]1>>[c:2]1([N:29]2[CH:28]([CH3:27])[CH2:32][O:31][C:30]2=[O:33])[cH:3][c:4]([CH3:26])[c:5]([C:8](=[O:9])[N:10]2[CH2:11][CH2:12][N:13]([c:16]3[n:17][cH:18][c:19]([CH:23]4[CH2:24][CH2:25]4)[cH:20][c:21]3[CH3:22])[CH2:14][CH2:15]2)[cH:6][cH:7]1.